describe an organic reaction: reactants, conditions, products, and yield From a dataset of the Open Reaction Database (ORD), a public repository of structured organic reaction records. The reactants are C1CCC2=NCCCN2CC1, COc1cccc(N2CCNCC2)c1, CCOC(=O)Nc1nc2cc(F)c(F)cc2nc1OC, C1CCOC1. As a reaction SMILES: [CH2:35]1[CH2:36][CH2:37][C:38]2=[N:43][CH2:42][CH2:41][CH2:40][N:39]2[CH2:44][CH2:45]1.[CH3:21][O:22][c:23]1[cH:24][c:25]([N:29]2[CH2:30][CH2:31][NH:32][CH2:33][CH2:34]2)[cH:26][cH:27][cH:28]1.[F:1][c:2]1[cH:3][c:4]2[n:5][c:6]([NH:15][C:16]([O:17][CH2:18][CH3:19])=[O:20])[c:7]([O:13][CH3:14])[n:8][c:9]2[cH:10][c:11]1[F:12].[O:46]1[CH2:47][CH2:48][CH2:49][CH2:50]1>>[F:1][c:2]1[cH:3][c:4]2[n:5][c:6]([NH:15][C:16](=[O:20])[N:32]3[CH2:31][CH2:30][N:29]([c:25]4[cH:24][c:23]([O:22][CH3:21])[cH:28][cH:27][cH:26]4)[CH2:34][CH2:33]3)[c:7]([O:13][CH3:14])[n:8][c:9]2[cH:10][c:11]1[F:12]. Product: COc1cccc(N2CCN(C(=O)Nc3nc4cc(F)c(F)cc4nc3OC)CC2)c1. Reactants: O=C(O)COc1ccccc1, NCc1cccc2ccccc12. Reagents/catalysts: CCN=C=NCCCN(C)C.Cl (EDC-HCl), CCN(CC)CC (TEA), C1=CC=C2C(=C1)C(=O)N(C2=O)O (N-Hydroxyphthalimide). Solvent: CN(C)C=O (DMF), CN(C)C=O (DMF), CN(C)C=O (DMF), CN(C)C=O (DMF), CN(C)C=O (DMF), CN(C)C=O (DMF). Reaction conditions: temperature 25 celsius, time 2 hour. Product: O=C(COc1ccccc1)NCc1cccc2ccccc12. Yield: 93.1%. Reaction SMILES: NCc1cccc2ccccc12.O=C(O)COc1ccccc1.CCN=C=NCCCN(C)C.Cl.C1=CC=C2C(=C1)C(=O)N(C2=O)O.CCN(CC)CC.CN(C)C=O>>O=C(COc1ccccc1)NCc1cccc2ccccc12. Reactants: C(C)(C)(C)OC(=O)NCC1=NC=C(C2=CC(=CC(=C12)OC)OC)C(=O)O (1-(tert-butoxycarbonylamino-methyl)-6,8-dimethoxy-isoquinoline-4-carboxylic acid), CNCCC1=NC=CC=C1 (methyl-(2-pyridin-2-yl-ethyl)-amine). Product: C(C)(C)(C)OC(NCC1=NC=C(C2=CC(=CC(=C12)OC)OC)C(N(CCC1=NC=CC=C1)C)=O)=O ({6,8-dimethoxy-4-[methyl-(2-pyridin-2-yl-ethyl)-carbamoyl]-isoquinolin-1-ylmethyl}-carbamic acid tert-butyl ester). As a reaction SMILES: [C:1]([O:5][C:6]([NH:8][CH2:9][C:10]1[C:19]2[C:14](=[CH:15][C:16]([O:22][CH3:23])=[CH:17][C:18]=2[O:20][CH3:21])[C:13]([C:24](O)=[O:25])=[CH:12][N:11]=1)=[O:7])([CH3:4])([CH3:3])[CH3:2].[CH3:27][NH:28][CH2:29][CH2:30][C:31]1[CH:36]=[CH:35][CH:34]=[CH:33][N:32]=1>>[C:1]([O:5][C:6](=[O:7])[NH:8][CH2:9][C:10]1[C:19]2[C:14](=[CH:15][C:16]([O:22][CH3:23])=[CH:17][C:18]=2[O:20][CH3:21])[C:13]([C:24](=[O:25])[N:28]([CH3:27])[CH2:29][CH2:30][C:31]2[CH:36]=[CH:35][CH:34]=[CH:33][N:32]=2)=[CH:12][N:11]=1)([CH3:2])([CH3:3])[CH3:4]. Reported procedure: As described in example 1E, 100 mg of 1-(tert-butoxycarbonylamino-methyl)-6,8-dimethoxy-isoquinoline-4-carboxylic acid was coupled with methyl-(2-pyridin-2-yl-ethyl)-amine to give 66 mg of {6,8-dimethoxy-4-[methyl-(2-pyridin-2-yl-ethyl)-carbamoyl]-isoquinolin-1-ylmethyl}-carbamic acid tert-butyl ester. MS: APCI (M+H) calc'd for C26H32N4O5+H 481.6; found 481.0. The reactants are O1C(=NC2=C1C=CC=C2)N(C)CCOC2=CC=C(C=C2)CC(C(=O)N)OCC (3-[4-[2-[N-(2-Benzoxazolyl)-N-methylamino]ethoxy]phenyl]-2-ethoxypropanamide), COC(N(C)C)OC (dimethylformamide dimethyl acetal), O.NN (hydrazine hydrate). Run in C(C)(=O)OCC (ethyl acetate). Conditions: temperature 100 celsius. Yields the product O1C(=NC2=C1C=CC=C2)N(C)CCOC2=CC=C(C=C2)CCOCCC2=NC=NN2 (5-[2-[4-[2-[N-(2-Benzoxazolyl)-N-methylamino]ethoxy]phenyl]-1-ethoxy]ethyl-1,2,4-triazole). As a reaction SMILES: [O:1]1[C:5]2[CH:6]=[CH:7][CH:8]=[CH:9][C:4]=2[N:3]=[C:2]1[N:10]([CH2:12][CH2:13][O:14][C:15]1[CH:20]=[CH:19][C:18]([CH2:21][CH:22]([O:26][CH2:27][CH3:28])C(N)=O)=[CH:17][CH:16]=1)[CH3:11].O.[NH2:30][NH2:31].CO[CH:34](OC)[N:35]([CH3:37])C>C(OCC)(=O)C>[O:1]1[C:5]2[CH:6]=[CH:7][CH:8]=[CH:9][C:4]=2[N:3]=[C:2]1[N:10]([CH2:12][CH2:13][O:14][C:15]1[CH:20]=[CH:19][C:18]([CH2:21][CH2:22][O:26][CH2:27][CH2:28][C:34]2[NH:31][N:30]=[CH:37][N:35]=2)=[CH:17][CH:16]=1)[CH3:11] |f:1.2|. Procedure: 3-[4-[2-[N-(2-Benzoxazolyl)-N-methylamino]ethoxy]phenyl]-2-ethoxypropanamide (0.562 g, 1.5 mmol) in dimethylformamide dimethyl acetal was heated to 120° C. for 11/2 h then cooled and concentrated. The residue was dissolved in acetic acid (4 ml) and hydrazine hydrate (1.1 eq) added. After 11/2 h at 100° C. the solution was cooled, diluted with ethyl acetate and washed with water (×2) and sodium bicarbonate solution. After the solution was dried and concentrated the residue was chromatographed (me... The product is FC1=C(C(=CC=C1)F)NC(=O)C=1SC(=CC1)C1=CC2=C(N=CS2)C=C1Cl (N-(2,6-difluorophenyl)[5-(5-chlorobenzothiazol-6-yl)(2-thienyl)]carboxamide). The yield is 72.9%. Starting materials: CC(OCC)=O.[Cl-].[Na+].O (EA brine), BrC=1C=CC(=C(C1F)NC(=O)C=1SC=CC1)F (5-bromo(2-thienyl)-N-(2,6-difluorophenyl)carboxamide), ClC=1C(=CC2=C(N=CS2)C1)B1OC(C(O1)(C)C)(C)C (5-chloro-6-(4,4,5,5-tetramethyl(1,3,2-dioxaborolan-2-yl))benzothiazole), C([O-])([O-])=O.[Na+].[Na+] (sodium carbonate). The reagents and catalysts are [Pd].C1(=CC=CC=C1)P(C1=CC=CC=C1)C1=CC=CC=C1.C1(=CC=CC=C1)P(C1=CC=CC=C1)C1=CC=CC=C1.C1(=CC=CC=C1)P(C1=CC=CC=C1)C1=CC=CC=C1.C1(=CC=CC=C1)P(C1=CC=CC=C1)C1=CC=CC=C1 (tetrakis(triphenylphosphine)-palladium(0)). Conditions: temperature 110 celsius. Reported procedure: A mixture of (5-bromo(2-thienyl)-N-(2,6-difluorophenyl)carboxamide (19 mg, 0.06 mmol), 5-chloro-6-(4,4,5,5-tetramethyl(1,3,2-dioxaborolan-2-yl))benzothiazole (20) (17 mg, 0.06 mmol), tetrakis(triphenylphosphine)-palladium(0) (Pd(Ph3P)4, 7 mg) and sodium carbonate (19 mg) in 0.5 ml DME, 0.5 ml EtOH and 0.25 ml water was heated under Ar in microwave reactor at 110° C. for 30 min. The reaction mixture was worked up with EA/brine. Org. phase was concentrated and then subjected to silica gel flash ch... The solvent is COCCOC (DME), CCO (EtOH), O (water). As a reaction SMILES: Br[C:2]1[CH:3]=[CH:4][C:5]([F:17])=[C:6]([NH:9][C:10]([C:12]2[S:13][CH:14]=[CH:15][CH:16]=2)=[O:11])[C:7]=1[F:8].[Cl:18][C:19]1[C:20](B2OC(C)(C)C(C)(C)O2)=[CH:21][C:22]2[S:26][CH:25]=[N:24][C:23]=2[CH:27]=1.C(=O)([O-])[O-].[Na+].[Na+].CC(=O)OCC.[Cl-].[Na+].O>COCCOC.CCO.O.[Pd].C1(P(C2C=CC=CC=2)C2C=CC=CC=2)C=CC=CC=1.C1(P(C2C=CC=CC=2)C2C=CC=CC=2)C=CC=CC=1.C1(P(C2C=CC=CC=2)C2C=CC=CC=2)C=CC=CC=1.C1(P(C2C=CC=CC=2)C2C=CC=CC=2)C=CC=CC=1>[F:17][C:5]1[CH:4]=[CH:3][CH:2]=[C:7]([F:8])[C:6]=1[NH:9][C:10]([C:12]1[S:13][C:14]([C:20]2[C:19]([Cl:18])=[CH:27][C:23]3[N:24]=[CH:25][S:26][C:22]=3[CH:21]=2)=[CH:15][CH:16]=1)=[O:11] |f:2.3.4,5.6.7.8,12.13.14.15.16|. Reactants: CC(C)(C)c1cc(C(=O)c2ccccc2)cc(C(C)(C)C)c1O, CCOC(C)=O, Cl, NNC(N)=O, c1ccncc1. Reaction SMILES: [C:1]([CH3:2])([CH3:3])([CH3:4])[c:5]1[cH:6][c:7]([C:8](=[O:9])[c:10]2[cH:11][cH:12][cH:13][cH:14][cH:15]2)[cH:16][c:17]([C:20]([CH3:21])([CH3:22])[CH3:23])[c:18]1[OH:19].[CH3:30][CH2:31][O:32][C:33](=[O:34])[CH3:35].[ClH:24].[NH2:25][NH:26][C:27](=[O:28])[NH2:29].[cH:36]1[cH:37][cH:38][n:39][cH:40][cH:41]1>>[C:1]([CH3:2])([CH3:3])([CH3:4])[c:5]1[cH:6][c:7]([C:8]([c:10]2[cH:11][cH:12][cH:13][cH:14][cH:15]2)=[N:25][NH:26][C:27](=[O:28])[NH2:29])[cH:16][c:17]([C:20]([CH3:21])([CH3:22])[CH3:23])[c:18]1[OH:19]. The product is CC(C)(C)c1cc(C(=NNC(N)=O)c2ccccc2)cc(C(C)(C)C)c1O. Starting materials: COC(=O)C1=CC2=C(S1)C=C(C=C2)OC (6-methoxy-benzo[b]thiophene-2-carboxylic acid methyl ester), B(Br)(Br)Br (BBr3). The solvent is C(Cl)Cl (CH2Cl2). Run at temperature 0 celsius. Yields the product COC(=O)C1=CC2=C(S1)C=C(C=C2)O (6-Hydroxy-benzo[b]thiophene-2-carboxylic acid methyl ester). Isolated yield 32.5%. RXN SMILES: [CH3:1][O:2][C:3]([C:5]1[S:9][C:8]2[CH:10]=[C:11]([O:14]C)[CH:12]=[CH:13][C:7]=2[CH:6]=1)=[O:4].B(Br)(Br)Br>C(Cl)Cl>[CH3:1][O:2][C:3]([C:5]1[S:9][C:8]2[CH:10]=[C:11]([OH:14])[CH:12]=[CH:13][C:7]=2[CH:6]=1)=[O:4]. Reported procedure: The above prepared 6-methoxy-benzo[b]thiophene-2-carboxylic acid methyl ester (0.200 g, 0.900 mmol) was dissolved in 5.5 mL of CH2Cl2, cooled to 0° C., and treated with BBr3 (1.90 mL of 1M solution in CH2Cl2, 2 eq.). After 3 additional h at ambient temperature, the reaction mixture was carefully poured onto crashed ice, twofold extracted with AcOEt, washed with water and brine, dried over magnesium sulfate, and evaporated to dryness. Flash chromatography (SiO2, hexane/AcOEt=8/2) gave 0.061 g of ... Starting materials: O=C(n1ccnc1)n1ccnc1, CS(N)(=O)=O, CN(C)C=O, CC1(C)Cc2cc(C(=O)O)ccc2NC1c1cccc(N2CC(F)C2)c1, [H-], [Na+]. Product: CC1(C)Cc2cc(C(=O)NS(C)(=O)=O)ccc2NC1c1cccc(N2CC(F)C2)c1. RXN SMILES: [C:34]([n:35]1[cH:36][cH:37][n:38][cH:39]1)([n:40]1[cH:41][cH:42][n:43][cH:44]1)=[O:45].[CH3:3][S:4](=[O:5])(=[O:6])[NH2:7].[CH3:46][N:47]([CH3:48])[CH:49]=[O:50].[F:8][CH:9]1[CH2:10][N:11]([c:13]2[cH:14][c:15]([CH:19]3[NH:20][c:21]4[cH:22][cH:23][c:24]([C:31](=[O:32])[OH:33])[cH:25][c:26]4[CH2:27][C:28]3([CH3:29])[CH3:30])[cH:16][cH:17][cH:18]2)[CH2:12]1.[H-:1].[Na+:2]>>[CH3:3][S:4](=[O:5])(=[O:6])[NH:7][C:31]([c:24]1[cH:23][cH:22][c:21]2[c:26]([cH:25]1)[CH2:27][C:28]([CH3:29])([CH3:30])[CH:19]([c:15]1[cH:14][c:13]([N:11]3[CH2:10][CH:9]([F:8])[CH2:12]3)[cH:18][cH:17][cH:16]1)[NH:20]2)=[O:32].